From a dataset of the Open Reaction Database (ORD), a public repository of structured organic reaction records. describe an organic reaction: reactants, conditions, products, and yield RXN SMILES: [CH3:32][N:33]1[CH2:34][CH2:35][CH2:36][C:37]1=[O:38].[Na+:27].[OH:1][c:2]1[cH:3][cH:4][c:5]2[cH:6][cH:7][n:8][c:9]([N:12]3[CH2:13][CH:14]4[N:15]([CH2:16][CH2:17]3)[CH2:18][CH2:19][CH2:20][CH2:21]4)[c:10]2[cH:11]1.[OH:28][C:29](=[O:30])[O-:31].[S:22]([NH2:23])(=[O:24])(=[O:25])[Cl:26]>>[c:2]1([S:22]([NH2:23])(=[O:24])=[O:25])[cH:3][cH:4][c:5]2[cH:6][cH:7][n:8][c:9]([N:12]3[CH2:13][CH:14]4[N:15]([CH2:16][CH2:17]3)[CH2:18][CH2:19][CH2:20][CH2:21]4)[c:10]2[cH:11]1. Starting materials: CN1CCCC1=O, [Na+], Oc1ccc2ccnc(N3CCN4CCCCC4C3)c2c1, O=C([O-])O, NS(=O)(=O)Cl. Yields the product NS(=O)(=O)c1ccc2ccnc(N3CCN4CCCCC4C3)c2c1. Reactants: OC=1C=C(C=O)C=CC1O (3,4-dihydroxybenzaldehyde), C([O-])([O-])=O.[Cs+].[Cs+] (cesium carbonate), BrCBr (dibromomethane). Reaction SMILES: [OH:1][C:2]1[CH:3]=[C:4]([CH:7]=[CH:8][C:9]=1[OH:10])[CH:5]=[O:6].[C:11](=O)([O-])[O-].[Cs+].[Cs+].BrCBr>CN(C=O)C>[O:10]1[C:9]2[CH:8]=[CH:7][C:4]([CH:5]=[O:6])=[CH:3][C:2]=2[O:1][CH2:11]1 |f:1.2.3|. The yield is 73.6%. Run at temperature 110 celsius, time 2 hour. Reported procedure: To a stirred solution of 3,4-dihydroxybenzaldehyde (10 g, 72.40 mmol, 1.00 equiv) in DMF (150 mL) was added cesium carbonate (35.4 g, 108.31 mmol, 1.50 equiv) and dibromomethane (18.7 g, 107.57 mmol, 1.50 equiv). The resulting solution was stirred for 2 h at 110° C. The solution was cooled to room temperature and the solid was removed by filtration. The filtrate was diluted with H2O (300 mL). The resulting solution was extracted with EtOAc (2×300 mL). The organic layers were combined, dried over... Yields the product O1COC2=C1C=CC(=C2)C=O (2H-1,3-benzodioxole-5-carbaldehyde). Solvent: CN(C)C=O (DMF). RXN SMILES: [CH3:35][CH2:36][OH:37].[Cl:1][c:2]1[cH:3][c:4]([S:9](=[O:10])(=[O:11])[CH2:12][CH:13]([CH2:14][CH2:15][C:16](=[O:17])[O:18][CH3:19])[C:20]([N:21]([CH2:22][CH2:23][CH2:24][CH2:25][CH3:26])[CH2:27][CH2:28][CH2:29][CH2:30][CH3:31])=[O:32])[cH:5][cH:6][c:7]1[Cl:8].[Na+:34].[OH-:33]>>[Cl:1][c:2]1[cH:3][c:4]([S:9](=[O:10])(=[O:11])[CH2:12][CH:13]([CH2:14][CH2:15][C:16](=[O:17])[OH:18])[C:20]([N:21]([CH2:22][CH2:23][CH2:24][CH2:25][CH3:26])[CH2:27][CH2:28][CH2:29][CH2:30][CH3:31])=[O:32])[cH:5][cH:6][c:7]1[Cl:8]. The reactants are CCO, CCCCCN(CCCCC)C(=O)C(CCC(=O)OC)CS(=O)(=O)c1ccc(Cl)c(Cl)c1, [Na+], [OH-]. Yields the product CCCCCN(CCCCC)C(=O)C(CCC(=O)O)CS(=O)(=O)c1ccc(Cl)c(Cl)c1.